Dataset: the Open Reaction Database (ORD), a public repository of structured organic reaction records. Task: describe an organic reaction: reactants, conditions, products, and yield The reactants are C(C)(=O)OCC (ethyl acetate), 4A, C[N+]1(CCOCC1)[O-] (4-methylmorpholin-4-oxide), C(C)(C)(C)C1=C(C=C(C=C1)C(=O)OC)NC(CC(CCCCC)C1=C(C=C(C=C1)C(C)O)OC)=O (N-(2-t-butyl-5-methoxycarbonylphenyl)-3-[4-(1-hydroxyethyl)-2-methoxyphenyl)-octanamide). Reagents/catalysts: [Ru](=O)(=O)(=O)[O-].C(CC)[N+](CCC)(CCC)CCC (tetrapropylammonium perruthenate). Solvent: CCCCCC (hexane), C(Cl)Cl (methylene chloride), CCCCCC (hexane). Conditions: time 10 minute. Yields the product C(C)(C)(C)C1=C(C=C(C=C1)C(=O)O)NC(CC(CCCCC)C1=C(C=C(C=C1)C(C)=O)OC)=O (N-(2-t-Butyl-5-carboxyphenyl)-3-(4-acetyl-2-methoxyphenyl)octanamide). The yield is 101.2%. As a reaction SMILES: C[N+]1([O-])CCOCC1.[C:9]([C:13]1[CH:18]=[CH:17][C:16]([C:19]([O:21]C)=[O:20])=[CH:15][C:14]=1[NH:23][C:24](=[O:43])[CH2:25][CH:26]([C:32]1[CH:37]=[CH:36][C:35]([CH:38]([OH:40])[CH3:39])=[CH:34][C:33]=1[O:41][CH3:42])[CH2:27][CH2:28][CH2:29][CH2:30][CH3:31])([CH3:12])([CH3:11])[CH3:10].C(OCC)(=O)C>C(Cl)Cl.CCCCCC.[Ru]([O-])(=O)(=O)=O.C([N+](CCC)(CCC)CCC)CC>[C:9]([C:13]1[CH:18]=[CH:17][C:16]([C:19]([OH:21])=[O:20])=[CH:15][C:14]=1[NH:23][C:24](=[O:43])[CH2:25][CH:26]([C:32]1[CH:37]=[CH:36][C:35]([C:38](=[O:40])[CH3:39])=[CH:34][C:33]=1[O:41][CH3:42])[CH2:27][CH2:28][CH2:29][CH2:30][CH3:31])([CH3:10])([CH3:11])[CH3:12] |f:5.6|. Reported procedure: 500 mg of 4A molecular sieves and 185 mg (1.58 mmol) of 4-methylmorpholin-4-oxide were added to a solution of 466 mg (0.964 mmol) of N-(2-t-butyl-5-methoxycarbonylphenyl)-3-[4-(1-hydroxyethyl)-2-methoxyphenyl)-octanamide [prepared as described in step (i) above] in 10 ml of methylene chloride, and the resulting mixture was stirred at room temperature for 10 minutes. At the end of this time, 34 mg (0.097 mmol) of tetrapropylammonium perruthenate were added to the mixture. The reaction mixture was...